Dataset: the Open Reaction Database (ORD), a public repository of structured organic reaction records. Task: describe an organic reaction: reactants, conditions, products, and yield Reactants: [I-].C1(CC1)C1=C(C=C(C(=C1)C)C(=O)OC)C1=NC2=C(C=[N+](C=C2)C)N1 (2-(2-cyclopropyl-5-(methoxycarbonyl)-4-methylphenyl)-5-methyl-3H-imidazo[4,5-c]pyridin-5-ium iodide), [I-].C1(CC1)C1=C(C=C(C(=C1)C)C(=O)OC)C1=NC2=C(C=[N+](C=C2)C)N1 (2-(2-cyclopropyl-5-(methoxycarbonyl)-4-methylphenyl)-5-methyl-3H-imidazo[4,5-c]pyridin-5-ium iodide), [BH4-].[Na+] (NaBH4). Solvent: CO (methanol). Conditions: time 4 hour. The product is C1(CC1)C1=CC(=C(C(=O)OC)C=C1C1=NC2=C(CN(CC2)C)N1)C (Methyl 4-cyclopropyl-2-methyl-5-(5-methyl-4,5,6,7-tetrahydro-3H-imidazo[4,5-c]pyridin-2-yl)benzoate). The yield is 78.0%. Reaction SMILES: [I-].[CH:2]1([C:5]2[CH:10]=[C:9]([CH3:11])[C:8]([C:12]([O:14][CH3:15])=[O:13])=[CH:7][C:6]=2[C:16]2[NH:25][C:19]3[CH:20]=[N+:21]([CH3:24])[CH:22]=[CH:23][C:18]=3[N:17]=2)[CH2:4][CH2:3]1.[BH4-].[Na+]>CO>[CH:2]1([C:5]2[C:6]([C:16]3[NH:25][C:19]4[CH2:20][N:21]([CH3:24])[CH2:22][CH2:23][C:18]=4[N:17]=3)=[CH:7][C:8]([C:12]([O:14][CH3:15])=[O:13])=[C:9]([CH3:11])[CH:10]=2)[CH2:3][CH2:4]1 |f:0.1,2.3|. Procedure details: Into a 100-mL round-bottom flask, was placed a mixture of 2-(2-cyclopropyl-5-(methoxycarbonyl)-4-methylphenyl)-5-methyl-3H-imidazo[4,5-c]pyridin-5-ium iodide (compound 87.3, 300 mg, 0.67 mmol) and NaBH4 (1.42 g, 37.5 mmol) in methanol (30 mL). The resulting mixture was stirred for 4 h at room temperature, then concentrated under reduced pressure. The residue was diluted with EtOAc (120 mL) and the mixture was washed with brine (2×40 mL), dried (Na2SO4), filtered, and concentrated under reduced p... The reactants are C(C1=CC=CC=C1)N1C[C@H](CC1)O (N-benzyl-3-(S)-hydroxypyrrolidine), [H-].[Na+] (sodium hydride), [OH-].[Na+] (NaOH), COCCl (chloromethyl methyl ether). Run in C1CCOC1 (THF), O (water). Conditions: time 13 hour. Product: COCO[C@@H]1CNCC1 (3-(S)-Methoxymethoxypyrrolidine). Yield: 178.7%. Reaction SMILES: C([N:8]1[CH2:12][CH2:11][C@H:10]([OH:13])[CH2:9]1)C1C=CC=CC=1.[H-].[Na+].[CH3:16][O:17][CH2:18]Cl.[OH-].[Na+]>C1COCC1.O>[CH3:16][O:17][CH2:18][O:13][C@H:10]1[CH2:11][CH2:12][NH:8][CH2:9]1 |f:1.2,4.5|. Procedure: To a stirred solution of N-benzyl-3-(S)-hydroxypyrrolidine (4.785 g, 27 mmol) in THF (50 ml) was added sodium hydride (60% oil suspension, 1.12 g, 28 mmol) by portions under nitrogen at room temperature. The suspension mixture was then refluxed for 1 h. To this reaction mixture was added chloromethyl methyl ether (2.3 ml, 30 mmol) and refluxing was continued for 13 h. After cooling down to room temperature, water (10 ml) was added to the reaction mixture to give a solution mixture, which was bas... Starting materials: CS(=O)(=O)N(CCBr)CCOc1ccc(C#N)cc1, O=C([O-])[O-], CC(C)(C)OC(=O)N1CC2CNCC(C1)O2, CC#N, [K+], [K+]. The product is CC(C)(C)OC(=O)N1CC2CN(CCN(CCOc3ccc(C#N)cc3)S(C)(=O)=O)CC(C1)O2. As a reaction SMILES: [Br:1][CH2:2][CH2:3][N:4]([S:5](=[O:6])(=[O:7])[CH3:8])[CH2:9][CH2:10][O:11][c:12]1[cH:13][cH:14][c:15]([C:18]#[N:19])[cH:16][cH:17]1.[C:20](=[O:21])([O-:22])[O-:23].[C:26]([CH3:27])([CH3:28])([CH3:29])[O:30][C:31](=[O:32])[N:33]1[CH2:34][CH:35]2[CH2:36][NH:37][CH2:38][CH:39]([CH2:40]1)[O:41]2.[CH3:42][C:43]#[N:44].[K+:24].[K+:25]>>[CH2:2]([CH2:3][N:4]([S:5](=[O:6])(=[O:7])[CH3:8])[CH2:9][CH2:10][O:11][c:12]1[cH:13][cH:14][c:15]([C:18]#[N:19])[cH:16][cH:17]1)[N:37]1[CH2:36][CH:35]2[CH2:34][N:33]([C:31]([O:30][C:26]([CH3:27])([CH3:28])[CH3:29])=[O:32])[CH2:40][CH:39]([CH2:38]1)[O:41]2.